This data is from the Open Reaction Database (ORD), a public repository of structured organic reaction records. The task is: describe an organic reaction: reactants, conditions, products, and yield The reactants are CC(C)O (2-propanol), P(=O)(OCC=C)(OCC=C)OCC1=CC=CC2=CC=CC(=C12)CO (diallyl [8-(hydroxymethyl)-1-naphthyl]methyl phosphate), CC(=O)C.OS(=O)(=O)O.O=[Cr](=O)=O (Jones reagent), chromic anhydride, S(O)(O)(=O)=O (sulfuric acid). The solvent is O (water), CC(=O)C (acetone). Conditions: time 90 minute. Yields the product C(C=C)OP(=O)(OCC=C)OCC=1C=CC=C2C=CC=C(C12)C(=O)O (8-[[bis(allyloxy)phosphoryl]oxymethyl]-1-naphthoic acid). RXN SMILES: [P:1]([O:11][CH2:12][C:13]1[C:22]2[C:17](=[CH:18][CH:19]=[CH:20][C:21]=2[CH2:23][OH:24])[CH:16]=[CH:15][CH:14]=1)([O:7][CH2:8][CH:9]=[CH2:10])([O:3][CH2:4][CH:5]=[CH2:6])=[O:2].CC(C)=[O:27].OS(O)(=O)=O.O=[Cr](=O)=O.S(=O)(=O)(O)O.CC(O)C>CC(C)=O.O>[CH2:4]([O:3][P:1]([O:11][CH2:12][C:13]1[CH:14]=[CH:15][CH:16]=[C:17]2[C:22]=1[C:21]([C:23]([OH:27])=[O:24])=[CH:20][CH:19]=[CH:18]2)([O:7][CH2:8][CH:9]=[CH2:10])=[O:2])[CH:5]=[CH2:6] |f:1.2.3|. Procedure details: To a solution of diallyl [8-(hydroxymethyl)-1-naphthyl]methyl phosphate (1.1492 g, 3.30 mmol) in acetone (20 ml) obtained from Example 25-(2) was added Jones reagent (a mixture of chromic anhydride (5.34 g) and concentrated sulfuric acid (4.6 ml) diluted with water to 20 ml total volume; 5 ml, ca. 13.2 mmol). The reaction mixture was stirred at room temperature for 90 minutes, then cooled to 0° C., and then 2-propanol (0.5 ml) was added thereto to stop the reaction. The insoluble material was fi... Starting materials: C(C1=CC=CC=C1)Br (Benzyl bromide), N1(N=CN=C1)CC(=O)N1[C@@H](C[C@@H](C1)N)C(=O)NC1=CC=C(C=C1)OC1=CC=C(C=C1)F ((2S,4S)-1-(2-(1H-1,2,4-triazol-1-yl)acetyl)-4-amino-N-(4-(4-fluorophenoxy)phenyl)pyrrolidine-2-carboxamide), CN(C)C=O (DMF), C(=O)([O-])[O-].[K+].[K+] (K2CO3). Solvent: Cl (hydrochloric acid). Reaction conditions: time 30 minute. Yields the product Compound 80, N1(N=CN=C1)CC(=O)N1[C@@H](C[C@@H](C1)NCC1=CC=CC=C1)C(=O)NC1=CC=C(C=C1)OC1=CC=C(C=C1)F ((2S,4S)-1-(2-(1H-1,2,4-triazol-1-yl)acetyl)-4-(benzylamino)-N-(4-(4-fluorophenoxy)phenyl)pyrrolidine-2-carboxamide). Yield: 22.3%. As a reaction SMILES: [CH2:1](Br)[C:2]1[CH:7]=[CH:6][CH:5]=[CH:4][CH:3]=1.[N:9]1([CH2:14][C:15]([N:17]2[CH2:21][C@@H:20]([NH2:22])[CH2:19][C@H:18]2[C:23]([NH:25][C:26]2[CH:31]=[CH:30][C:29]([O:32][C:33]3[CH:38]=[CH:37][C:36]([F:39])=[CH:35][CH:34]=3)=[CH:28][CH:27]=2)=[O:24])=[O:16])[CH:13]=[N:12][CH:11]=[N:10]1.CN(C=O)C.C([O-])([O-])=O.[K+].[K+]>Cl>[N:9]1([CH2:14][C:15]([N:17]2[CH2:21][C@@H:20]([NH:22][CH2:1][C:2]3[CH:7]=[CH:6][CH:5]=[CH:4][CH:3]=3)[CH2:19][C@H:18]2[C:23]([NH:25][C:26]2[CH:27]=[CH:28][C:29]([O:32][C:33]3[CH:34]=[CH:35][C:36]([F:39])=[CH:37][CH:38]=3)=[CH:30][CH:31]=2)=[O:24])=[O:16])[CH:13]=[N:12][CH:11]=[N:10]1 |f:3.4.5|. Procedure: Step (b) Benzyl bromide (0.131 mL, 1.10 mmol) was added to a flask charged with (2S,4S)-1-(2-(1H-1,2,4-triazol-1-yl)acetyl)-4-amino-N-(4-(4-fluorophenoxy)phenyl)pyrrolidine-2-carboxamide (0.465 g, 1.10 mmol), DMF (10 mL), and K2CO3 (0.607 g, 4.40 mmol). The reaction mixture was stirred at ambient temperature for 30 minutes and then diluted with 1N hydrochloric acid (30 mL). The dilution was washed with ethyl acetate (30 mL). The aqueous layer was basified with 2N sodium hydroxide (40 mL) and the... Reactants: CN(C)CC1=CC=2CN(CCC2O1)S(=O)(=O)C1=CC=C(C=C1)CCC1=CC=CC=C1 (N,N-Dimethyl-[5-(4-phenethylbenzenesulfonyl)-4,5,6,7-tetrahydrofuro[3,2-c]pyridin-2-ylmethyl]amine), Cl (hydrogen chloride). Solvent: CO (methanol), CO (methanol). Yields the product Cl.CN(C)CC1=CC=2CN(CCC2O1)S(=O)(=O)C1=CC=C(C=C1)CCC1=CC=CC=C1 (N,N-dimethyl-[5-(4-phenethylbenzenesulfonyl)-4,5,6,7-tetrahydrofuro(3,2-c]pyridin-2-ylmethyl]amine hydrochloride). As a reaction SMILES: [CH3:1][N:2]([CH2:4][C:5]1[O:13][C:12]2[CH2:11][CH2:10][N:9]([S:14]([C:17]3[CH:22]=[CH:21][C:20]([CH2:23][CH2:24][C:25]4[CH:30]=[CH:29][CH:28]=[CH:27][CH:26]=4)=[CH:19][CH:18]=3)(=[O:16])=[O:15])[CH2:8][C:7]=2[CH:6]=1)[CH3:3].[ClH:31]>CO>[ClH:31].[CH3:1][N:2]([CH2:4][C:5]1[O:13][C:12]2[CH2:11][CH2:10][N:9]([S:14]([C:17]3[CH:22]=[CH:21][C:20]([CH2:23][CH2:24][C:25]4[CH:30]=[CH:29][CH:28]=[CH:27][CH:26]=4)=[CH:19][CH:18]=3)(=[O:16])=[O:15])[CH2:8][C:7]=2[CH:6]=1)[CH3:3] |f:3.4|. Procedure details: N,N-Dimethyl-[5-(4-phenethylbenzenesulfonyl)-4,5,6,7-tetrahydrofuro[3,2-c]pyridin-2-ylmethyl]amine 0.171 g was dissolved in 2 ml of methanol; hydrogen chloride in methanol was added in excess, followed by stirring. This mixture was concentrated; the resulting solid was washed with diethyl ether to yield the desired product. Starting materials: COC1=CC=C2C3CCCCC3CC2=C1 (7-methoxy-2,3,4,4a,9,9a-hexahydro-1H-fluorene), B(Br)(Br)Br (BBr3). Run in C(Cl)Cl (CH2Cl2). Run at temperature 0 celsius, time 1 hour. The product is C1=C(C=CC=2C3CCCCC3CC12)O (5,6,7,8,8a,9-hexahydro-4bH-fluoren-2-ol). Isolated yield 81.5%. As a reaction SMILES: C[O:2][C:3]1[CH:15]=[C:14]2[C:6]([CH:7]3[CH:12]([CH2:13]2)[CH2:11][CH2:10][CH2:9][CH2:8]3)=[CH:5][CH:4]=1.B(Br)(Br)Br>C(Cl)Cl>[CH:15]1[C:14]2[CH2:13][CH:12]3[CH:7]([CH2:8][CH2:9][CH2:10][CH2:11]3)[C:6]=2[CH:5]=[CH:4][C:3]=1[OH:2]. Procedure: To 7-methoxy-2,3,4,4a,9,9a-hexahydro-1H-fluorene (1.95 g, 9.65 mmol) in CH2Cl2 (20 mL) was added BBr3 (1M in CH2Cl2, 24 mmol) dropwise at 0° C. This mixture was stirred at 0° C. for one hour. The reaction mixture was then quenched with MeOH (5 mL). Aqueous sodium hydrogen carbonate (10 mL) was added. The reaction mixture was stirred at room temperature overnight. The reaction mixture was extracted with CH2Cl2. The organic phase was washed with brine, dried (Na2SO4) and concentrated. Silica gel c... The reactants are O=C([O-])[O-], CCOC(=O)c1cc2cc(O)ccc2[nH]1, CN(C)C=O, CCOC(C)=O, CCN(CC)C(=O)CCl, [Cs+], [Cs+]. The product is CCOC(=O)c1cc2cc(OCC(=O)N(CC)CC)ccc2[nH]1. As a reaction SMILES: [C:25](=[O:26])([O-:27])[O-:28].[CH2:1]([CH3:2])[O:3][C:4](=[O:5])[c:6]1[nH:7][c:8]2[cH:9][cH:10][c:11]([OH:15])[cH:12][c:13]2[cH:14]1.[CH3:31][N:32]([CH3:33])[CH:34]=[O:35].[CH3:36][CH2:37][O:38][C:39](=[O:40])[CH3:41].[Cl:16][CH2:17][C:18](=[O:19])[N:20]([CH2:21][CH3:22])[CH2:23][CH3:24].[Cs+:29].[Cs+:30]>>[CH2:1]([CH3:2])[O:3][C:4](=[O:5])[c:6]1[nH:7][c:8]2[cH:9][cH:10][c:11]([O:15][CH2:17][C:18](=[O:19])[N:20]([CH2:21][CH3:22])[CH2:23][CH3:24])[cH:12][c:13]2[cH:14]1. Starting materials: CC1(C)C2CCC1(CN)CC2, C=CCBr, [H-], [Na+], CN(C)C=O. Yields the product Br, C=CCNCC12CCC(CC1)C2(C)C. As a reaction SMILES: [C:1]12([CH2:10][NH2:11])[CH2:2][CH2:3][CH:4]([CH2:5][CH2:6]1)[C:7]2([CH3:8])[CH3:9].[CH2:14]([CH:15]=[CH2:16])[Br:17].[H-:12].[Na+:13].[O:18]=[CH:19][N:20]([CH3:21])[CH3:22]>>[BrH:17].[C:1]12([CH2:10][NH:11][CH2:16][CH:15]=[CH2:14])[CH2:2][CH2:3][CH:4]([CH2:5][CH2:6]1)[C:7]2([CH3:8])[CH3:9]. Reactants: C(C)OC(=O)C=1C=NC=2N(C1O)N=CN2 (6-ethoxycarbonyl-7-hydroxy-s-triazolo [1,5-a]pyrimidine), P(=O)(Cl)(Cl)Cl (phosphorus oxychloride). Yields the product ClC1=C(C=NC=2N1N=CN2)C(=O)OCC (7-chloro-6-ethoxycarbonyl-s-triazolo [1,5-a]pyrimidine). RXN SMILES: [CH2:1]([O:3][C:4]([C:6]1[CH:7]=[N:8][C:9]2[N:10]([N:13]=[CH:14][N:15]=2)[C:11]=1O)=[O:5])[CH3:2].P(Cl)(Cl)([Cl:18])=O>>[Cl:18][C:11]1[N:10]2[N:13]=[CH:14][N:15]=[C:9]2[N:8]=[CH:7][C:6]=1[C:4]([O:3][CH2:1][CH3:2])=[O:5]. Procedure details: A suspension of 6-ethoxycarbonyl-7-hydroxy-s-triazolo [1,5-a]pyrimidine (7 g) in phosphorus oxychloride (20 ml) was refluxed for 30 minutes, the resultant orange solution was further refluxed for one hour, and excess phosphorus oxychloride was removed by distillation under reduced pressure. Benzene (50 ml) was added to the residue, and remaining phosphorus oxychloride was completely removed by azeotropic distillation under reduced pressure. Chloroform (80 ml) was added to the residue, the insolu... Reactants: CC(c1ccc(Br)cc1)N1CCC(CCC(N)=O)(c2ccc(F)cc2)OC1=O, OB(O)c1ccccn1. Yields the product CC(c1ccc(-c2ccccn2)cc1)N1CCC(CCC(N)=O)(c2ccc(F)cc2)OC1=O. RXN SMILES: [Br:1][c:2]1[cH:3][cH:4][c:5]([CH:8]([CH3:9])[N:10]2[C:11](=[O:28])[O:12][C:13]([c:16]3[cH:17][cH:18][c:19]([F:22])[cH:20][cH:21]3)([CH2:23][CH2:24][C:25](=[O:26])[NH2:27])[CH2:14][CH2:15]2)[cH:6][cH:7]1.[n:29]1[c:30]([B:35]([OH:36])[OH:37])[cH:31][cH:32][cH:33][cH:34]1>>[c:2]1(-[c:30]2[n:29][cH:34][cH:33][cH:32][cH:31]2)[cH:3][cH:4][c:5]([CH:8]([CH3:9])[N:10]2[C:11](=[O:28])[O:12][C:13]([c:16]3[cH:17][cH:18][c:19]([F:22])[cH:20][cH:21]3)([CH2:23][CH2:24][C:25](=[O:26])[NH2:27])[CH2:14][CH2:15]2)[cH:6][cH:7]1. Reactants: CI, CC#N, O=C1CCC2(OCc3ccc(Cl)cc3)C3Cc4ccc(O)c5c4C2(CCN3CC2CC2)C1O5. The product is C[N+]1(CC2CC2)CCC23c4c5ccc(O)c4OC2C(=O)CCC3(OCc2ccc(Cl)cc2)C1C5, [I-]. Reaction SMILES: [CH3:34][I:35].[CH3:36][C:37]#[N:38].[Cl:1][c:2]1[cH:3][cH:4][c:5]([CH2:6][O:7][C:8]23[CH2:9][CH2:10][C:11](=[O:31])[CH:12]4[C:13]25[c:14]2[c:15]([c:16]([OH:29])[cH:17][cH:18][c:19]2[CH2:20][CH:21]3[N:22]([CH2:25][CH:26]2[CH2:27][CH2:28]2)[CH2:23][CH2:24]5)[O:30]4)[cH:32][cH:33]1>>[Cl:1][c:2]1[cH:3][cH:4][c:5]([CH2:6][O:7][C:8]23[CH2:9][CH2:10][C:11](=[O:31])[CH:12]4[C:13]25[c:14]2[c:15]([c:16]([OH:29])[cH:17][cH:18][c:19]2[CH2:20][CH:21]3[N+:22]([CH2:25][CH:26]2[CH2:27][CH2:28]2)([CH3:34])[CH2:23][CH2:24]5)[O:30]4)[cH:32][cH:33]1.[I-:35]. Reactants: ClC1=CC=C(C=N1)C=1C(NC(N(C1)CCC=O)=O)=O (3-[5-(6-Chloro-pyridin-3-yl)-2,4-dioxo-3,4-dihydro-2H-pyrimidin-1-yl]-propionaldehyde), FC(C1=CC=C(C=C1)[C@]12CNC[C@@H]2C1)(F)F ((1S,5R)-1-(4-trifluoromethyl-phenyl)-3-aza-bicyclo[3.1.0]hexane), [OH-].[Na+] (NaOH), [BH-](OC(=O)C)(OC(=O)C)OC(=O)C.[Na+] (NaBH(AcO)3). Solvent: ClC(C)Cl.CO (dichloroethane MeOH), CC(=O)O (AcOH), [Cl-].[Na+].O (Brine). Run at temperature 0 celsius, time 1 hour. Product: ClC1=CC=C(C=N1)C=1C(NC(N(C1)CCCN1C[C@]2(C[C@H]2C1)C1=CC=C(C=C1)C(F)(F)F)=O)=O (5-(6-chloro-3-pyridinyl)-1-(3-{(1S,5R)-1-[4-(trifluoromethyl)phenyl]-3-azabicyclo[3.1.0]hex-3-yl}propyl)-2,4(1H,3H)-pyrimidinedione). Isolated yield 34.8%. RXN SMILES: [Cl:1][C:2]1[N:7]=[CH:6][C:5]([C:8]2[C:9](=[O:19])[NH:10][C:11](=[O:18])[N:12]([CH2:14][CH2:15][CH:16]=O)[CH:13]=2)=[CH:4][CH:3]=1.[F:20][C:21]([F:35])([F:34])[C:22]1[CH:27]=[CH:26][C:25]([C@:28]23[CH2:33][C@H:32]2[CH2:31][NH:30][CH2:29]3)=[CH:24][CH:23]=1.[BH-](OC(C)=O)(OC(C)=O)OC(C)=O.[Na+].[OH-].[Na+]>ClC(Cl)C.CO.[Cl-].[Na+].O.CC(O)=O>[Cl:1][C:2]1[N:7]=[CH:6][C:5]([C:8]2[C:9](=[O:19])[NH:10][C:11](=[O:18])[N:12]([CH2:14][CH2:15][CH2:16][N:30]3[CH2:31][C@H:32]4[C@:28]([C:25]5[CH:24]=[CH:23][C:22]([C:21]([F:20])([F:35])[F:34])=[CH:27][CH:26]=5)([CH2:33]4)[CH2:29]3)[CH:13]=2)=[CH:4][CH:3]=1 |f:2.3,4.5,6.7,8.9.10|. Procedure: A solution of 3-[5-(6-Chloro-pyridin-3-yl)-2,4-dioxo-3,4-dihydro-2H-pyrimidin-1-yl]-propionaldehyde (Prep93, 0.82 mmol), (1S,5R)-1-(4-trifluoromethyl-phenyl)-3-aza-bicyclo[3.1.0]hexane (Prep4, 186 mg, 0.82 mmol), and AcOH (58 μl) in dichloroethane-MeOH (10-0.1, 8 ml) was cooled to 0° C. NaBH(AcO)3 (182 mg, 0.86 mmol) was added portionwise. The mixture was stirred at 0° C. for further one hour and then basified with 1N NaOH. Brine was added and the product extracted with DCM. The organic phase wa...